Dataset: the Open Reaction Database (ORD), a public repository of structured organic reaction records. Task: describe an organic reaction: reactants, conditions, products, and yield The reactants are C(C)OC(=O)C=1N(N=C(C1)COC1=CC=CC=C1)CC(C)NC(=O)OC(C)(C)C ((rac)-2-(2-tert-butoxycarbonylamino-propyl)-5-phenoxymethyl-2H-pyrazole-3-carboxylic acid ethyl ester), O(C1=CC=CC=C1)CC1=NN2C(C(NCC2)=O)=C1 (2-phenoxymethyl-6,7-dihydro-5H-pyrazolo[1,5-a]pyrazin-4-one). The product is CC1NC(C=2N(C1)N=C(C2)COC2=CC=CC=C2)=O ((rac)-6-methyl-2-phenoxymethyl-6,7-dihydro-5H-pyrazolo[1,5-a]pyrazin-4-one). Reaction SMILES: C(OC([C:6]1[N:7]([CH2:19][CH:20]([NH:22][C:23]([O:25]C(C)(C)C)=O)[CH3:21])[N:8]=[C:9]([CH2:11][O:12][C:13]2[CH:18]=[CH:17][CH:16]=[CH:15][CH:14]=2)[CH:10]=1)=O)C.O(CC1C=C2C(=O)NCCN2N=1)C1C=CC=CC=1>>[CH3:21][CH:20]1[CH2:19][N:7]2[N:8]=[C:9]([CH2:11][O:12][C:13]3[CH:18]=[CH:17][CH:16]=[CH:15][CH:14]=3)[CH:10]=[C:6]2[C:23](=[O:25])[NH:22]1. Procedure details: The compound was prepared from (rac)-2-(2-tert-butoxycarbonylamino-propyl)-5-phenoxymethyl-2H-pyrazole-3-carboxylic acid ethyl ester using the method described in the preceding example 6 (2-phenoxymethyl-6,7-dihydro-5H-pyrazolo[1,5-a]pyrazin-4-one). The reactants are Sodium methane thiolate, BrC1=CN=C(S1)NC(=O)NS(=O)(=O)C1=CC(=CC=C1)Cl (N-[(5-bromo-1,3-thiazol-2-yl)carbamoyl]-3-chlorobenzenesulfonamide), CS(=O)C (DMSO). Run in CO (methanol). The product is ClC=1C=C(C=CC1)S(=O)(=O)NC(NC=1SC(=CN1)SC)=O (3-Chloro-N-{[5-(methylthio)-1,3-thiazol-2-yl]carbamoyl}benzenesulfonamide). Reaction SMILES: Br[C:2]1[S:6][C:5]([NH:7][C:8]([NH:10][S:11]([C:14]2[CH:19]=[CH:18][CH:17]=[C:16]([Cl:20])[CH:15]=2)(=[O:13])=[O:12])=[O:9])=[N:4][CH:3]=1.[CH3:21][S:22](C)=O>CO>[Cl:20][C:16]1[CH:15]=[C:14]([S:11]([NH:10][C:8](=[O:9])[NH:7][C:5]2[S:6][C:2]([S:22][CH3:21])=[CH:3][N:4]=2)(=[O:13])=[O:12])[CH:19]=[CH:18][CH:17]=1. Reported procedure: Sodium methane thiolate (0.42 g, 6.0 mmol) was added to a suspension of N-[(5-bromo-1,3-thiazol-2-yl)carbamoyl]-3-chlorobenzenesulfonamide (0.60 g, 1.5 mmol) in methanol (30 ml). The mixture was heated under refluxed for 60 hours and concentrated under reduced pressure. A part of the crude (80 mg) was dissolved in acetonitrile-water and acidified using acetic acid. The precipitate formed was redissolved in DMSO and purified by preparative RP-HPLC: 14 mg lyophilisate, MS: m/e 362.1 (MH−). Reactants: CC(C)(C)CC(=O)Cl, ClCCl, Nc1ccc(O)cc1, c1ccncc1. Yields the product CC(C)(C)CC(=O)Nc1ccc(O)cc1. Reaction SMILES: [CH3:9][C:10]([CH2:11][C:12](=[O:13])[Cl:14])([CH3:15])[CH3:16].[Cl:23][CH2:24][Cl:25].[NH2:1][c:2]1[cH:3][cH:4][c:5]([OH:6])[cH:7][cH:8]1.[cH:17]1[cH:18][cH:19][n:20][cH:21][cH:22]1>>[NH:1]([c:2]1[cH:3][cH:4][c:5]([OH:6])[cH:7][cH:8]1)[C:12]([CH2:11][C:10]([CH3:9])([CH3:15])[CH3:16])=[O:13]. Starting materials: C=CCOC(=O)OCC=C, c1ccc(P(CCP(c2ccccc2)c2ccccc2)c2ccccc2)cc1, COc1nc2cc(Cl)c(Cl)c(CS(C)(=O)=O)c2nc1OC, ClCCl, O=C(C=Cc1ccccc1)C=Cc1ccccc1, C1CCOC1, O=C(C=Cc1ccccc1)C=Cc1ccccc1, O=C(C=Cc1ccccc1)C=Cc1ccccc1, [Pd], [Pd]. Product: C=CCC(c1c(Cl)c(Cl)cc2nc(OC)c(OC)nc12)S(C)(=O)=O. RXN SMILES: [C:22](=[O:23])([O:27][CH2:28][CH:29]=[CH2:30])[O:31][CH2:24][CH:25]=[CH2:26].[CH2:32]([P:33]([c:34]1[cH:35][cH:36][cH:37][cH:38][cH:39]1)[c:40]1[cH:41][cH:42][cH:43][cH:44][cH:45]1)[CH2:46][P:47]([c:48]1[cH:49][cH:50][cH:51][cH:52][cH:53]1)[c:54]1[cH:55][cH:56][cH:57][cH:58][cH:59]1.[CH3:1][S:2](=[O:3])(=[O:4])[CH2:5][c:6]1[c:7]2[n:8][c:9]([O:20][CH3:21])[c:10]([O:18][CH3:19])[n:11][c:12]2[cH:13][c:14]([Cl:17])[c:15]1[Cl:16].[Cl:65][CH2:66][Cl:67].[O:106]=[C:107]([CH:108]=[CH:109][c:110]1[cH:111][cH:112][cH:113][cH:114][cH:115]1)[CH:116]=[CH:117][c:118]1[cH:119][cH:120][cH:121][cH:122][cH:123]1.[O:60]1[CH2:61][CH2:62][CH2:63][CH2:64]1.[O:70]=[C:71]([CH:72]=[CH:73][c:74]1[cH:75][cH:76][cH:77][cH:78][cH:79]1)[CH:80]=[CH:81][c:82]1[cH:83][cH:84][cH:85][cH:86][cH:87]1.[O:88]=[C:89]([CH:90]=[CH:91][c:92]1[cH:93][cH:94][cH:95][cH:96][cH:97]1)[CH:98]=[CH:99][c:100]1[cH:101][cH:102][cH:103][cH:104][cH:105]1.[Pd:68].[Pd:69]>>[CH3:1][S:2](=[O:3])(=[O:4])[CH:5]([c:6]1[c:7]2[n:8][c:9]([O:20][CH3:21])[c:10]([O:18][CH3:19])[n:11][c:12]2[cH:13][c:14]([Cl:17])[c:15]1[Cl:16])[CH2:26][CH:25]=[CH2:24].